Dataset: the Open Reaction Database (ORD), a public repository of structured organic reaction records. Task: describe an organic reaction: reactants, conditions, products, and yield Reactants: CCCCOc1nc(N)c2nc(OC)n(CCCCBr)c2n1, COCCN, CC#N. Product: CCCCOc1nc(N)c2nc(OC)n(CCCCNCCOC)c2n1. As a reaction SMILES: [Br:1][CH2:2][CH2:3][CH2:4][CH2:5][n:6]1[c:7]2[n:8][c:9]([O:18][CH2:19][CH2:20][CH2:21][CH3:22])[n:10][c:11]([NH2:17])[c:12]2[n:13][c:14]1[O:15][CH3:16].[CH3:23][O:24][CH2:25][CH2:26][NH2:27].[CH3:28][C:29]#[N:30]>>[CH2:2]([CH2:3][CH2:4][CH2:5][n:6]1[c:7]2[n:8][c:9]([O:18][CH2:19][CH2:20][CH2:21][CH3:22])[n:10][c:11]([NH2:17])[c:12]2[n:13][c:14]1[O:15][CH3:16])[NH:27][CH2:26][CH2:25][O:24][CH3:23].